Dataset: the Open Reaction Database (ORD), a public repository of structured organic reaction records. Task: describe an organic reaction: reactants, conditions, products, and yield Reactants: C(C)OC(CN)OCC (2,2-diethoxyethylamine), BrC1=CC(=C(C=C1)N=C=S)C (4-bromo-2-methylphenyl isothiocyanate). The solvent is Cl (hydrochloric acid). Run at time 10 minute. The product is BrC1=CC(=C(C=C1)N1C(=NC=C1)S)C (1-(4-bromo-2-methylphenyl)-2-mercaptoimidazole). Reaction SMILES: C(O[CH:4](OCC)[CH2:5][NH2:6])C.[Br:10][C:11]1[CH:16]=[CH:15][C:14]([N:17]=[C:18]=[S:19])=[C:13]([CH3:20])[CH:12]=1>Cl>[Br:10][C:11]1[CH:16]=[CH:15][C:14]([N:17]2[CH:4]=[CH:5][N:6]=[C:18]2[SH:19])=[C:13]([CH3:20])[CH:12]=1. Procedure: 105.5 Milliliters of 2,2-diethoxyethylamine was dropwise added to 138 g of 4-bromo-2-methylphenyl isothiocyanate with ice-cooling. The mixture was stirred for 10 minutes and then further stirred for 10 minutes at 100° C. The mixture was allowed to cool, and thereto was added 500 ml of 8 N hydrochloric acid. The mixture was refluxed for 2 hours. The resulting crystals were collected by filtration, washed with water thoroughly and then dried to obtain 110 g of 1-(4-bromo-2-methylphenyl)-2-mercapto... Yields the product O=C(O)COc1cccc2c1CCCC2COC(=O)NN(c1ccccc1)c1ccccc1. Starting materials: CCOC(=O)COc1cccc2c1CCCC2COC(=O)NN(c1ccccc1)c1ccccc1, [Na+], C1COCCO1, [OH-]. As a reaction SMILES: [CH2:1]([CH3:2])[O:3][C:4](=[O:5])[CH2:6][O:7][c:8]1[c:9]2[c:14]([cH:15][cH:16][cH:17]1)[CH:13]([CH2:18][O:19][C:20](=[O:21])[NH:22][N:23]([c:24]1[cH:25][cH:26][cH:27][cH:28][cH:29]1)[c:30]1[cH:31][cH:32][cH:33][cH:34][cH:35]1)[CH2:12][CH2:11][CH2:10]2.[Na+:37].[O:38]1[CH2:39][CH2:40][O:41][CH2:42][CH2:43]1.[OH-:36]>>[O:3]=[C:4]([OH:5])[CH2:6][O:7][c:8]1[c:9]2[c:14]([cH:15][cH:16][cH:17]1)[CH:13]([CH2:18][O:19][C:20](=[O:21])[NH:22][N:23]([c:24]1[cH:25][cH:26][cH:27][cH:28][cH:29]1)[c:30]1[cH:31][cH:32][cH:33][cH:34][cH:35]1)[CH2:12][CH2:11][CH2:10]2. Conditions: time 2.5 hour. The yield is 101.0%. As a reaction SMILES: [CH3:1][O:2][C:3]1[CH:12]=[CH:11][CH:10]=[C:9]2[C:4]=1[CH2:5][CH2:6][C:7]([C:13](OC)=[O:14])=[CH:8]2.[H-].C([Al+]CC(C)C)C(C)C.[Cl-].[NH4+]>C1(C)C=CC=CC=1>[CH3:1][O:2][C:3]1[CH:12]=[CH:11][CH:10]=[C:9]2[C:4]=1[CH2:5][CH2:6][C:7]([CH2:13][OH:14])=[CH:8]2 |f:1.2,3.4|. Reported procedure: To a solution of methyl (5-methoxy-3,4-dihydro-2-naphthyl)formate (0.75 g) in toluene (10 ml) was added dropwise a solution of diisobutylaluminum hydride [1.02N in toluene (6.7 ml)] at 4° C.~6° C. under nitrogen atmosphere. The reaction mixture was stirred under same conditions for 2.5 hours. The mixture was poured into a saturated ammonium chloride solution, and the organic layer was separated, washed with brine, dried over magnesium sulfate, and evaporated in vacuo to give crude (5-methoxy-3,4... Yields the product COC1=C2CCC(=CC2=CC=C1)CO ((5-methoxy-3,4-dihydro-2-naphthyl)methanol). Run in C1(=CC=CC=C1)C (toluene). Reactants: COC1=C2CCC(=CC2=CC=C1)C(=O)OC (methyl (5-methoxy-3,4-dihydro-2-naphthyl)formate), [H-].C(C(C)C)[Al+]CC(C)C (diisobutylaluminum hydride), [Cl-].[NH4+] (ammonium chloride). The reactants are CN1CCOCC1, Cn1ccnc1CNCCC(C)(C)C, CC(C)COC(=O)Cl, ClCCl, ClC(Cl)Cl, Nc1nc2ccc(Oc3ccccc3)cc2cc1C(CCC(=O)O)C1CCCCC1. The product is Cn1ccnc1CN(CCC(C)(C)C)C(=O)CCC(c1cc2cc(Oc3ccccc3)ccc2nc1N)C1CCCCC1. As a reaction SMILES: [CH3:39][N:40]1[CH2:41][CH2:42][O:43][CH2:44][CH2:45]1.[CH3:46][C:47]([CH2:48][CH2:49][NH:50][CH2:51][c:52]1[n:53]([CH3:57])[cH:54][cH:55][n:56]1)([CH3:58])[CH3:59].[Cl:31][C:32]([O:33][CH2:34][CH:35]([CH3:36])[CH3:37])=[O:38].[Cl:60][CH2:61][Cl:62].[Cl:63][CH:64]([Cl:65])[Cl:66].[NH2:1][c:2]1[n:3][c:4]2[cH:5][cH:6][c:7]([O:24][c:25]3[cH:26][cH:27][cH:28][cH:29][cH:30]3)[cH:8][c:9]2[cH:10][c:11]1[CH:12]([CH2:13][CH2:14][C:15](=[O:16])[OH:17])[CH:18]1[CH2:19][CH2:20][CH2:21][CH2:22][CH2:23]1>>[NH2:1][c:2]1[n:3][c:4]2[cH:5][cH:6][c:7]([O:24][c:25]3[cH:26][cH:27][cH:28][cH:29][cH:30]3)[cH:8][c:9]2[cH:10][c:11]1[CH:12]([CH2:13][CH2:14][C:15](=[O:16])[N:50]([CH2:49][CH2:48][C:47]([CH3:46])([CH3:58])[CH3:59])[CH2:51][c:52]1[n:53]([CH3:57])[cH:54][cH:55][n:56]1)[CH:18]1[CH2:19][CH2:20][CH2:21][CH2:22][CH2:23]1. Reactants: FC=1C=C(C=O)C=CC1N1N=CN=C1 (3-Fluoro-4-(1H-1,2,4-triazol-1-yl)benzaldehyde), N1(N=CC=C1)C1=CC=C(C=O)C=C1 (4-(1H-pyrazol-1-yl)-benzaldehyde). The product is FC=1C=C(C=CC1N1N=CN=C1)C=CC=O (3-[3-Fluoro-4-(1H-1,2,4-triazol-1-yl)phenyl]-2-propenal). Reaction SMILES: [F:1][C:2]1[CH:3]=[C:4]([CH:7]=[CH:8][C:9]=1[N:10]1[CH:14]=[N:13][CH:12]=[N:11]1)[CH:5]=O.N1(C2C=C[C:23]([CH:24]=[O:25])=CC=2)C=CC=N1>>[F:1][C:2]1[CH:3]=[C:4]([CH:5]=[CH:23][CH:24]=[O:25])[CH:7]=[CH:8][C:9]=1[N:10]1[CH:14]=[N:13][CH:12]=[N:11]1. Reported procedure: The title compound was prepared by a procedure analogous to Reference Example 30 by substituting 3-fluoro-4-(l H-1,2,4-triazol-1-yl)benzaldehyde (prepared as described in Reference Example 7) for the 4-(1H-pyrazol-1-yl)-benzaldehyde of Reference Example 30. MS 218 (M+H)+.